This data is from the Open Reaction Database (ORD), a public repository of structured organic reaction records. The task is: describe an organic reaction: reactants, conditions, products, and yield Starting materials: COC(=O)C=1C=C(C(=NC1)OCC(F)(F)F)C1CCN(CC1)C(=O)OC(C)(C)C (2-(2,2,2-trifluoro-ethoxy)-3′,4′,5′,6′-tetrahydro-2′H-[3,4]bipyridinyl-5,1′-dicarboxylic acid 1′-tert-butyl ester 5-methyl ester), [NH4+].[Cl-] (NH4Cl), O1CCCC1 (tetrahydrofuran), [OH-].[Li+] (Lithium hydroxide). Run in O (H2O), O (water). Reaction conditions: temperature 40 celsius, time 3 hour. Product: C(C)(C)(C)OC(=O)N1CCC(CC1)C=1C(=NC=C(C1)C(=O)O)OCC(F)(F)F (2-(2,2,2-Trifluoro-ethoxy)-3′,4′,5′,6′-tetrahydro-2′H-[3,4]bipyridinyl-5,1′-dicarboxylic acid 1′-tert-butyl ester). Isolated yield 81.7%. As a reaction SMILES: C[O:2][C:3]([C:5]1[CH:6]=[C:7]([CH:17]2[CH2:22][CH2:21][N:20]([C:23]([O:25][C:26]([CH3:29])([CH3:28])[CH3:27])=[O:24])[CH2:19][CH2:18]2)[C:8]([O:11][CH2:12][C:13]([F:16])([F:15])[F:14])=[N:9][CH:10]=1)=[O:4].O1CCCC1.[OH-].[Li+].[NH4+].[Cl-]>O>[C:26]([O:25][C:23]([N:20]1[CH2:21][CH2:22][CH:17]([C:7]2[C:8]([O:11][CH2:12][C:13]([F:15])([F:16])[F:14])=[N:9][CH:10]=[C:5]([C:3]([OH:4])=[O:2])[CH:6]=2)[CH2:18][CH2:19]1)=[O:24])([CH3:29])([CH3:27])[CH3:28] |f:2.3,4.5|. Procedure: In a 25 mL round-bottomed flask, the above prepared 2-(2,2,2-trifluoro-ethoxy)-3′,4′,5′,6′-tetrahydro-2′H-[3,4]bipyridinyl-5,1′-dicarboxylic acid 1′-tert-butyl ester 5-methyl ester (1.266 g, 2.42 mmol, Eq: 1.00) was combined with tetrahydrofuran (7 mL) and water (3.5 mL) to give a colorless solution. Lithium hydroxide (145 mg, 6.05 mmol, Eq: 2.5) was added and the reaction mixture was stirred at 40° C. for 3 h when TLC indicated the absence of starting material. Work up: 10 mL H2O and 10 mL sat ... The reactants are BrCc1ccccc1, O=C([O-])[O-], [K+], [K+], COc1cc(C=O)ccc1O, c1ccccc1. Product: COc1cc(C=O)ccc1OCc1ccccc1. RXN SMILES: [Br:12][CH2:13][c:14]1[cH:15][cH:16][cH:17][cH:18][cH:19]1.[C:20](=[O:21])([O-:22])[O-:23].[K+:24].[K+:25].[OH:1][c:2]1[c:3]([O:10][CH3:11])[cH:4][c:5]([CH:6]=[O:7])[cH:8][cH:9]1.[cH:26]1[cH:27][cH:28][cH:29][cH:30][cH:31]1>>[O:1]([c:2]1[c:3]([O:10][CH3:11])[cH:4][c:5]([CH:6]=[O:7])[cH:8][cH:9]1)[CH2:13][c:14]1[cH:15][cH:16][cH:17][cH:18][cH:19]1. Reactants: Cl.CC=1C=C(C=CC1)C1(CN(CC1)CC1=CC=CC=C1)O (3-(3-methylphenyl)-1-(phenylmethyl)-3-pyrrolidinol hydrochloride), Cl (hydrochloric acid). The product is Cl.CC=1C=C(C=CC1)C=1CCN(C1)CC1=CC=CC=C1 (2,3-dihydro-4-(3-methylphenyl)-1-(phenylmethyl)-1H-pyrrole hydrochloride), intermediate 47. The yield is 100.0%. Reaction SMILES: [ClH:1].[CH3:2][C:3]1[CH:4]=[C:5]([C:9]2(O)[CH2:13][CH2:12][N:11]([CH2:14][C:15]3[CH:20]=[CH:19][CH:18]=[CH:17][CH:16]=3)[CH2:10]2)[CH:6]=[CH:7][CH:8]=1.Cl>>[ClH:1].[CH3:2][C:3]1[CH:4]=[C:5]([C:9]2[CH2:13][CH2:12][N:11]([CH2:14][C:15]3[CH:20]=[CH:19][CH:18]=[CH:17][CH:16]=3)[CH:10]=2)[CH:6]=[CH:7][CH:8]=1 |f:0.1,3.4|. Procedure: A mixture of 8 parts of 3-(3-methylphenyl)-1-(phenylmethyl)-3-pyrrolidinol hydrochloride and 150 parts of a hydrochloric acid solution 6 N was stirred and refluxed for 3 hours. After cooling, the reaction mixture was evaporated, yielding 7.4 parts (100%) of 2,3-dihydro-4-(3-methylphenyl)-1-(phenylmethyl)-1H-pyrrole hydrochloride as a residue (intermediate 47). Reactants: CCOP(=O)(OCC)C1CCC2CCC(c3ccc(Cl)cc3)N2C1=O, COc1cc(C=O)ccc1-n1cnc(C)c1, [Li+], C1CCOC1, [OH-]. Yields the product COc1cc(C=C2CCC3CCC(c4ccc(Cl)cc4)N3C2=O)ccc1-n1cnc(C)c1. As a reaction SMILES: [CH2:19]([O:20][P:21](=[O:22])([O:23][CH2:24][CH3:25])[CH:27]1[C:28](=[O:43])[N:29]2[CH:30]([c:36]3[cH:37][cH:38][c:39]([Cl:42])[cH:40][cH:41]3)[CH2:31][CH2:32][CH:33]2[CH2:34][CH2:35]1)[CH3:26].[CH3:3][O:4][c:5]1[cH:6][c:7]([CH:8]=[O:9])[cH:10][cH:11][c:12]1-[n:13]1[cH:14][n:15][c:16]([CH3:18])[cH:17]1.[Li+:1].[O:44]1[CH2:45][CH2:46][CH2:47][CH2:48]1.[OH-:2]>>[CH3:3][O:4][c:5]1[cH:6][c:7]([CH:8]=[C:27]2[C:28](=[O:43])[N:29]3[CH:30]([c:36]4[cH:37][cH:38][c:39]([Cl:42])[cH:40][cH:41]4)[CH2:31][CH2:32][CH:33]3[CH2:34][CH2:35]2)[cH:10][cH:11][c:12]1-[n:13]1[cH:14][n:15][c:16]([CH3:18])[cH:17]1. Starting materials: ClC1=CC(=C(C=C1Cl)C(C)=O)O (1-(4,5-dichloro-2-hydroxyphenyl)ethanone), IN1C(CCC1=O)=O (N-iodosuccinimide), BrN1C(CCC1=O)=O (N-bromosuccinimide). Product: ClC1=C(C(=C(C=C1Cl)C(C)=O)O)I (1-(4,5-Dichloro-2-hydroxy-3-iodophenyl)ethanone). Yield: 71.0%. RXN SMILES: [Cl:1][C:2]1[C:7]([Cl:8])=[CH:6][C:5]([C:9](=[O:11])[CH3:10])=[C:4]([OH:12])[CH:3]=1.[I:13]N1C(=O)CCC1=O.BrN1C(=O)CCC1=O>>[Cl:1][C:2]1[C:7]([Cl:8])=[CH:6][C:5]([C:9](=[O:11])[CH3:10])=[C:4]([OH:12])[C:3]=1[I:13]. Procedure: The desired compound was prepared according to the procedure of Example 6, Step 2, using 1-(4,5-dichloro-2-hydroxyphenyl)ethanone and N-iodosuccinimide (instead of N-bromosuccinimide) as the starting materials in 71% yield. LCMS for C8H6Cl2IO2 (M+H)+: m/z=330.9, 332.9. Found: 330.8, 332.9. Starting materials: C, CO, [Pd], O=C1C2CCCC2Nc2ccccc2N1CC=Cc1ccccc1. Product: O=C1C2CCCC2Nc2ccccc2N1CCCc1ccccc1. Reaction SMILES: [C:27].[CH3:25][OH:26].[Pd:28].[c:1]1([CH:7]=[CH:8][CH2:9][N:10]2[c:11]3[c:12]([cH:21][cH:22][cH:23][cH:24]3)[NH:13][CH:14]3[CH:15]([C:16]2=[O:17])[CH2:18][CH2:19][CH2:20]3)[cH:2][cH:3][cH:4][cH:5][cH:6]1>>[c:1]1([CH2:7][CH2:8][CH2:9][N:10]2[c:11]3[c:12]([cH:21][cH:22][cH:23][cH:24]3)[NH:13][CH:14]3[CH:15]([C:16]2=[O:17])[CH2:18][CH2:19][CH2:20]3)[cH:2][cH:3][cH:4][cH:5][cH:6]1. Starting materials: CCOC(CBr)OCC, CN(C)C=O, CON=C1C(=O)Nc2ccccc21, [H-], [Na+]. The product is CCOC(CN1C(=O)C(=NOC)c2ccccc21)OCC. As a reaction SMILES: [CH2:16]([CH3:17])[O:18][CH:19]([CH2:20][Br:21])[O:22][CH2:23][CH3:24].[CH3:25][N:26]([CH3:27])[CH:28]=[O:29].[CH3:3][O:4][N:5]=[C:6]1[C:7](=[O:15])[NH:8][c:9]2[cH:10][cH:11][cH:12][cH:13][c:14]21.[H-:1].[Na+:2]>>[CH3:3][O:4][N:5]=[C:6]1[C:7](=[O:15])[N:8]([CH2:20][CH:19]([O:18][CH2:16][CH3:17])[O:22][CH2:23][CH3:24])[c:9]2[cH:10][cH:11][cH:12][cH:13][c:14]21. Starting materials: C(=O)([O-])[O-].[K+].[K+] (K2CO3), C(C1=CC=CC=C1)Br (benzyl bromide), CC1=NC(=C2NC=NC2=N1)N (2-methyladenine). Run in CN(C)C=O (DMF), O (water). Run at time 16 hour. Yields the product C(C1=CC=CC=C1)N1C2=NC(=NC(=C2N=C1)N)C (9-Benzyl-2-methyladenine). RXN SMILES: C([O-])([O-])=O.[K+].[K+].[CH2:7](Br)[C:8]1[CH:13]=[CH:12][CH:11]=[CH:10][CH:9]=1.[CH3:15][C:16]1[N:24]=[C:23]2[C:19]([NH:20][CH:21]=[N:22]2)=[C:18]([NH2:25])[N:17]=1>CN(C=O)C.O>[CH2:7]([N:22]1[CH:21]=[N:20][C:19]2[C:23]1=[N:24][C:16]([CH3:15])=[N:17][C:18]=2[NH2:25])[C:8]1[CH:13]=[CH:12][CH:11]=[CH:10][CH:9]=1 |f:0.1.2|. Procedure: K2CO3 (0.26 g, 1.88 mmol) and benzyl bromide (0.5 ml, ca. 2 mmol) were added to a solution of 70 mg (0.47 mmol) of 2-methyladenine in a mixture of DMF (15 ml) and water (5 ml), and stirred at room temperature for 16 h. The solvent was evaporated under vacuum, and the residue was extracted by chloroform. The resulting organic layer was dried over MgSO4, and evaporated under vacuum. 9-Benzyl-2-methyladenine was obtained by the purification of the residue using column chromatography (CH2Cl2 :MeOH=5...